From a dataset of the Open Reaction Database (ORD), a public repository of structured organic reaction records. describe an organic reaction: reactants, conditions, products, and yield The reactants are FC=1C=CC2=C(C(=NCC(=N2)NN)C2=CC=CC=C2)C1 (7-fluoro-2-hydrazino-5-phenyl-3H-1,4-benzodiazepine), ClC(C(CO)=O)C (3-chloro-1-hydroxy-2-butanone). Solvent: O1CCCC1 (tetrahydrofuran). The product is FC=1C=CC2=C(C(=NCC(=N2)NN=C(C(C)Cl)CO)C2=CC=CC=C2)C1 (7-fluoro-2-[[2-chloro-1-(hydroxymethyl)propylidene]hydrazino]-5-phenyl-3H-1,4-benzodiazepine). As a reaction SMILES: [F:1][C:2]1[CH:3]=[CH:4][C:5]2[N:11]=[C:10]([NH:12][NH2:13])[CH2:9][N:8]=[C:7]([C:14]3[CH:19]=[CH:18][CH:17]=[CH:16][CH:15]=3)[C:6]=2[CH:20]=1.[Cl:21][CH:22]([CH3:27])[C:23](=O)[CH2:24][OH:25]>O1CCCC1>[F:1][C:2]1[CH:3]=[CH:4][C:5]2[N:11]=[C:10]([NH:12][N:13]=[C:23]([CH2:24][OH:25])[CH:22]([Cl:21])[CH3:27])[CH2:9][N:8]=[C:7]([C:14]3[CH:19]=[CH:18][CH:17]=[CH:16][CH:15]=3)[C:6]=2[CH:20]=1. Procedure: In the manner given in Example 1, 7-fluoro-2-hydrazino-5-phenyl-3H-1,4-benzodiazepine in tetrahydrofuran can be treated with 3-chloro-1-hydroxy-2-butanone under nitrogen to give 7-fluoro-2-[[2-chloro-1-(hydroxymethyl)propylidene]hydrazino]-5-phenyl-3H-1,4-benzodiazepine. Starting materials: OCC(CCC(F)(F)F)NC(c1ccc(Br)cc1)C(F)(F)F, CC1(C)OB(c2ccc(S(C)(=O)=O)cc2)OC1(C)C, CCOC(C)=O, CN(C)C=O, O. Product: CS(=O)(=O)c1ccc(-c2ccc(C(NC(CO)CCC(F)(F)F)C(F)(F)F)cc2)cc1. As a reaction SMILES: [Br:1][c:2]1[cH:3][cH:4][c:5]([CH:8]([C:9]([F:10])([F:11])[F:12])[NH:13][CH:14]([CH2:15][OH:16])[CH2:17][CH2:18][C:19]([F:20])([F:21])[F:22])[cH:6][cH:7]1.[CH3:23][S:24](=[O:25])(=[O:26])[c:27]1[cH:28][cH:29][c:30]([B:33]2[O:34][C:35]([CH3:36])([CH3:37])[C:38]([CH3:39])([CH3:40])[O:41]2)[cH:31][cH:32]1.[CH3:47][CH2:48][O:49][C:50](=[O:51])[CH3:52].[O:42]=[CH:43][N:44]([CH3:45])[CH3:46].[OH2:53]>>[c:2]1(-[c:30]2[cH:29][cH:28][c:27]([S:24]([CH3:23])(=[O:25])=[O:26])[cH:32][cH:31]2)[cH:3][cH:4][c:5]([CH:8]([C:9]([F:10])([F:11])[F:12])[NH:13][CH:14]([CH2:15][OH:16])[CH2:17][CH2:18][C:19]([F:20])([F:21])[F:22])[cH:6][cH:7]1. The reactants are O1CCOC12CN(CC2)[C@@H]2[C@H](CCCC2)OCCCC2CCCCC2 ((1S,2S)-2-[1,4-Dioxa-7-azaspiro[4.4]non-7-yl]-1-[3-(cyclohexyl)propoxy]cyclohexane), CC(CC)=O (butanone), Cl (HCl). Yields the product Cl.O=C1CN(CC1)[C@H]1[C@H](CCCC1)OCCCC1CCCCC1 ((1S,2R)-2-(3-Ketopyrrolidinyl)-1-[3-(cyclohexyl)propoxy]cyclohexane monohydrochloride). RXN SMILES: O1[C:5]2([CH2:9][CH2:8][N:7]([C@H:10]3[CH2:15][CH2:14][CH2:13][CH2:12][C@@H:11]3[O:16][CH2:17][CH2:18][CH2:19][CH:20]3[CH2:25][CH2:24][CH2:23][CH2:22][CH2:21]3)[CH2:6]2)[O:4]CC1.CC(=O)CC.[ClH:31]>>[ClH:31].[O:4]=[C:5]1[CH2:9][CH2:8][N:7]([C@@H:10]2[CH2:15][CH2:14][CH2:13][CH2:12][C@@H:11]2[O:16][CH2:17][CH2:18][CH2:19][CH:20]2[CH2:25][CH2:24][CH2:23][CH2:22][CH2:21]2)[CH2:6]1 |f:3.4|. Reported procedure: (1R,2R)/(1S,2S)-2-[1,4-Dioxa-7-azaspiro[4.4]non-7-yl]-1-[3-(cyclohexyl)propoxy]cyclohexane (ii) in a mixture of 6M HCl aqueous solution-butanone (1:4, v/v, 100 mL) was refluxed for 16 hours. The cooled reaction mixture was concentrated in vacuo and the residual aqueous solution was diluted with water (˜50 mL). The acidic aqueous solution was extracted with diethyl ether (50 mL) and then with dichloromethane (3×50 mL). The dichloromethane extracts were dried over sodium sulfate and the solvent wa... The reactants are COCC(CC=O)N1CC(C)N(C(=O)OC(C)(C)C)CCC1=O, OC1CNCCC12CC2, Cl. The product is COCC(CCN1CCC2(CC2)C(O)C1)N1CC(C)N(C(=O)OC(C)(C)C)CCC1=O. Reaction SMILES: [C:1]([CH3:2])([CH3:3])([CH3:4])[O:5][C:6](=[O:7])[N:8]1[CH:9]([CH3:23])[CH2:10][N:11]([CH:16]([CH2:17][CH:18]=[O:19])[CH2:20][O:21][CH3:22])[C:12](=[O:15])[CH2:13][CH2:14]1.[CH2:25]1[CH2:26][C:27]12[CH:28]([OH:33])[CH2:29][NH:30][CH2:31][CH2:32]2.[ClH:24]>>[C:1]([CH3:2])([CH3:3])([CH3:4])[O:5][C:6](=[O:7])[N:8]1[CH:9]([CH3:23])[CH2:10][N:11]([CH:16]([CH2:17][CH2:18][N:30]2[CH2:29][CH:28]([OH:33])[C:27]3([CH2:25][CH2:26]3)[CH2:32][CH2:31]2)[CH2:20][O:21][CH3:22])[C:12](=[O:15])[CH2:13][CH2:14]1. The reactants are BrCc1ccccc1, O=C([O-])[O-], [K+], [K+], CN(C)C=O, O, O=C1NCCOc2c(O)cccc21. The product is O=C1NCCOc2c(OCc3ccccc3)cccc21. Reaction SMILES: [Br:14][CH2:15][c:16]1[cH:17][cH:18][cH:19][cH:20][cH:21]1.[C:22](=[O:23])([O-:24])[O-:25].[K+:26].[K+:27].[O:28]=[CH:29][N:30]([CH3:31])[CH3:32].[OH2:33].[OH:1][c:2]1[cH:3][cH:4][cH:5][c:6]2[c:12]1[O:11][CH2:10][CH2:9][NH:8][C:7]2=[O:13]>>[O:1]([c:2]1[cH:3][cH:4][cH:5][c:6]2[c:12]1[O:11][CH2:10][CH2:9][NH:8][C:7]2=[O:13])[CH2:15][c:16]1[cH:17][cH:18][cH:19][cH:20][cH:21]1. The reactants are IC1=C(C(=O)NC2=C(C=CC=C2)OC)C=CC=C1 (2-Iodo-N-(2-methoxyphenyl)benzamide), Cu(I) iodide, C(=O)([O-])[O-].[K+].[K+] (K2CO3), [N+](=O)([O-])C1=CC=C(C=C1)S (4-nitrothiophenol), Teflon, C(CO)O (Ethylene glycol). Solvent: CC(C)O (2-propanol), C(C)(=O)OCC (Ethyl acetate). Conditions: temperature 80 celsius, time 30 minute. Yields the product [N+](=O)([O-])C1=CC=C(C=C1)SC1=C(C(=O)NC2=C(C=CC=C2)OC)C=CC=C1 (2-(4-Nitrophenylthio)-N-(2-methoxyphenyl)benzamide). The yield is 63.1%. RXN SMILES: I[C:2]1[CH:18]=[CH:17][CH:16]=[CH:15][C:3]=1[C:4]([NH:6][C:7]1[CH:12]=[CH:11][CH:10]=[CH:9][C:8]=1[O:13][CH3:14])=[O:5].C([O-])([O-])=O.[K+].[K+].[N+:25]([C:28]1[CH:33]=[CH:32][C:31]([SH:34])=[CH:30][CH:29]=1)([O-:27])=[O:26].C(O)CO>C(OCC)(=O)C.CC(O)C>[N+:25]([C:28]1[CH:33]=[CH:32][C:31]([S:34][C:2]2[CH:18]=[CH:17][CH:16]=[CH:15][C:3]=2[C:4]([NH:6][C:7]2[CH:12]=[CH:11][CH:10]=[CH:9][C:8]=2[O:13][CH3:14])=[O:5])=[CH:30][CH:29]=1)([O-:27])=[O:26] |f:1.2.3|. Reported procedure: 2-Iodo-N-(2-methoxyphenyl)benzamide 3 (0.355 g, 1.0 mmol), Cu(I) iodide (20 mg, 0.1 mmol), K2CO3 (0.276 g, 2.0 mmol), and 4-nitrothiophenol (0.155 g, 1 mmol) were added to a 10 mL reaction vessel with Teflon-lined septum. The tube was evacuated and backfilled with dry N2 (3 cycles). Ethylene glycol (0.1 mL, 2.0 mmol) and 2-propanol (1 mL) were added by syringe at room temperature. The reaction vessel was heated in a microwave reactor (CEM, Explorer) at 80° C. and 150 W power for 30 min (2×). The...